From a dataset of the Open Reaction Database (ORD), a public repository of structured organic reaction records. describe an organic reaction: reactants, conditions, products, and yield Yields the product CC(C)SCCOc1ccc(COc2cnn(C(C)(C)C)c(=O)c2Cl)cc1. RXN SMILES: [C:1]([CH3:2])([CH3:3])([CH3:4])[n:5]1[n:6][cH:7][c:8]([Cl:13])[c:9]([Cl:12])[c:10]1=[O:11].[CH3:32][N:33]([CH3:34])[CH:35]=[O:36].[CH:14]([CH3:15])([CH3:16])[S:17][CH2:18][CH2:19][O:20][c:21]1[cH:22][cH:23][c:24]([CH2:25][OH:26])[cH:27][cH:28]1.[K+:30].[OH-:29].[OH2:31]>>[C:1]([CH3:2])([CH3:3])([CH3:4])[n:5]1[n:6][cH:7][c:8]([O:26][CH2:25][c:24]2[cH:23][cH:22][c:21]([O:20][CH2:19][CH2:18][S:17][CH:14]([CH3:15])[CH3:16])[cH:28][cH:27]2)[c:9]([Cl:12])[c:10]1=[O:11]. The reactants are CC(C)(C)n1ncc(Cl)c(Cl)c1=O, CN(C)C=O, CC(C)SCCOc1ccc(CO)cc1, [K+], [OH-], O. The reactants are C1CCNC1, CO, CCOC(=N)c1ccc(C(=O)Nc2ccc(Cl)c(-c3ccccn3)c2)cc1. Yields the product N=C(c1ccc(C(=O)Nc2ccc(Cl)c(-c3ccccn3)c2)cc1)N1CCCC1. As a reaction SMILES: [CH2:28]1[CH2:29][CH2:30][NH:31][CH2:32]1.[CH3:33][OH:34].[Cl:1][c:2]1[c:3](-[c:22]2[n:23][cH:24][cH:25][cH:26][cH:27]2)[cH:4][c:5]([NH:8][C:9](=[O:10])[c:11]2[cH:12][cH:13][c:14]([C:15]([O:16][CH2:17][CH3:18])=[NH:19])[cH:20][cH:21]2)[cH:6][cH:7]1>>[Cl:1][c:2]1[c:3](-[c:22]2[n:23][cH:24][cH:25][cH:26][cH:27]2)[cH:4][c:5]([NH:8][C:9](=[O:10])[c:11]2[cH:12][cH:13][c:14]([C:15](=[NH:19])[N:31]3[CH2:30][CH2:29][CH2:28][CH2:32]3)[cH:20][cH:21]2)[cH:6][cH:7]1. Reaction SMILES: [CH3:1][C:2]1[CH:7]=[CH:6][C:5]([S:8]([O:11][CH2:12][CH2:13][C@@:14]2([O:53][CH3:54])[C@H:19]([O:20]CC3C=CC=CC=3)[C@@H:18]([O:28]CC3C=CC=CC=3)[C@H:17]([O:36]CC3C=CC=CC=3)[C@@H:16]([CH2:44][O:45]CC3C=CC=CC=3)[O:15]2)(=[O:10])=[O:9])=[CH:4][CH:3]=1>CO.[Pd]>[CH3:1][C:2]1[CH:7]=[CH:6][C:5]([S:8]([O:11][CH2:12][CH2:13][C@@:14]2([O:53][CH3:54])[C@H:19]([OH:20])[C@@H:18]([OH:28])[C@H:17]([OH:36])[C@@H:16]([CH2:44][OH:45])[O:15]2)(=[O:9])=[O:10])=[CH:4][CH:3]=1. Reagents/catalysts: [Pd] (Pd/C). Yields the product CC1=CC=C(C=C1)S(=O)(=O)OCC[C@@]1(O[C@@H]([C@H]([C@@H]([C@H]1O)O)O)CO)OC (2-((2S,3R,4S,5S,6R)-3,4,5-trihydroxy-6-(hydroxymethyl)-2-methoxytetrahydro-2H-pyran-2-yl)ethyl 4-methylbenzenesulfonate). Procedure: 2-((2S,3R,4S,5R,6R)-3,4,5-Tris(benzyloxy)-6-(benzyloxymethyl)-2-methoxytetrahydro-2H-pyran-2-yl)ethyl 4-methylbenzenesulfonate (9) (0.32 g, 0.42 mmol) was dissolved in MeOH (3 mL). Pd/C (60 mg, 10% Pd/C) was added and the reaction flask was flushed with H2 (3×), and then allowed to stir under a balloon of H2. After 15 h, the reaction was filtered through a celite plug, rinsing with MeOH and CH2Cl2 and concentrated to provide an oil (165 mg, 100%). LC/MS: tR=1.36 min, calcd for C16H24O9S: 392.11,... Reactants: CC1=CC=C(C=C1)S(=O)(=O)OCC[C@@]1(O[C@@H]([C@H]([C@@H]([C@H]1OCC1=CC=CC=C1)OCC1=CC=CC=C1)OCC1=CC=CC=C1)COCC1=CC=CC=C1)OC (2-((2S,3R,4S,5R,6R)-3,4,5-tris(benzyloxy)-6-(benzyloxymethyl)-2-methoxytetrahydro-2H-pyran-2-yl)ethyl 4-methylbenzenesulfonate). The solvent is CO (MeOH). Conditions: time 15 hour. The yield is 100.1%. The reactants are ClCCl, Cn1cc(S(=O)C(F)F)c(=O)c2ccc(F)cc21, O=C(OO)c1cccc(Cl)c1. Yields the product Cn1cc(S(=O)(=O)C(F)F)c(=O)c2ccc(F)cc21. RXN SMILES: [Cl:30][CH2:31][Cl:32].[F:1][CH:2]([S:3](=[O:4])[c:5]1[cH:6][n:7]([CH3:17])[c:8]2[cH:9][c:10]([F:16])[cH:11][cH:12][c:13]2[c:14]1=[O:15])[F:18].[OH:19][O:20][C:21]([c:22]1[cH:23][c:24]([Cl:25])[cH:26][cH:27][cH:28]1)=[O:29]>>[F:1][CH:2]([S:3](=[O:4])([c:5]1[cH:6][n:7]([CH3:17])[c:8]2[cH:9][c:10]([F:16])[cH:11][cH:12][c:13]2[c:14]1=[O:15])=[O:19])[F:18]. The reactants are C(C)(=O)O[C@H]1[C@H](OC2=CC=C(C=C2)I)SC[C@H]([C@@H]1OC(C)=O)OC(C)=O (4-iodophenyl 2,3,4-tri-O-acetyl-5-thio-β-D-xylopyranoside), II, N1=CC(=CC=C1)B(O)O (3-pyridineboronic acid). Product: C(C)(=O)O[C@H]1[C@H](OC2=CC=C(C=C2)C=2C=NC=CC2)SC[C@H]([C@@H]1OC(C)=O)OC(C)=O (4-(3-Pyridinyl)phenyl 2,3,4-tri-O-acetyl-5-thio-β-D-xylopyranoside). Isolated yield 79.0%. As a reaction SMILES: [C:1]([O:4][C@@H:5]1[C@@H:18]([O:19][C:20](=[O:22])[CH3:21])[C@H:17]([O:23][C:24](=[O:26])[CH3:25])[CH2:16][S:15][C@H:6]1[O:7][C:8]1[CH:13]=[CH:12][C:11](I)=[CH:10][CH:9]=1)(=[O:3])[CH3:2].[N:27]1[CH:32]=[CH:31][CH:30]=[C:29](B(O)O)[CH:28]=1>>[C:1]([O:4][C@@H:5]1[C@@H:18]([O:19][C:20](=[O:22])[CH3:21])[C@H:17]([O:23][C:24](=[O:26])[CH3:25])[CH2:16][S:15][C@H:6]1[O:7][C:8]1[CH:13]=[CH:12][C:11]([C:29]2[CH:28]=[N:27][CH:32]=[CH:31][CH:30]=2)=[CH:10][CH:9]=1)(=[O:3])[CH3:2]. Reported procedure: By carrying out the operation analogously to example 1, starting from 4-iodophenyl 2,3,4-tri-O-acetyl-5-thio-β-D-xylopyranoside, obtained according to preparation II, and 3-pyridineboronic acid, the expected product is obtained in the form of a yellow solid with a yield of 79%.